From a dataset of the Open Reaction Database (ORD), a public repository of structured organic reaction records. describe an organic reaction: reactants, conditions, products, and yield Reactants: O=C([O-])[O-], CCOC(=O)c1cccc(-c2ccc(CSCCO)cc2)c1, CCOC(=O)c1cccc(-c2ccccc2CBr)c1, [K+], [K+], CN(C)C=O, OCCS. Yields the product CCOC(=O)c1cccc(-c2ccccc2CSCCO)c1. As a reaction SMILES: [C:46](=[O:47])([O-:48])[O-:49].[CH2:1]([O:2][C:3]([c:4]1[cH:5][c:6](-[c:7]2[cH:8][cH:9][c:10]([CH2:11][S:19][CH2:20][CH2:21][OH:22])[cH:12][cH:13]2)[cH:14][cH:15][cH:16]1)=[O:17])[CH3:18].[CH2:23]([CH3:24])[O:25][C:26](=[O:27])[c:28]1[cH:29][c:30](-[c:34]2[c:35]([CH2:40][Br:41])[cH:36][cH:37][cH:38][cH:39]2)[cH:31][cH:32][cH:33]1.[K+:50].[K+:51].[O:52]=[CH:53][N:54]([CH3:55])[CH3:56].[SH:42][CH2:43][CH2:44][OH:45]>>[S:19]([CH2:20][CH2:21][OH:22])[CH2:40][c:35]1[c:34](-[c:30]2[cH:29][c:28]([C:26]([O:25][CH2:23][CH3:24])=[O:27])[cH:33][cH:32][cH:31]2)[cH:39][cH:38][cH:37][cH:36]1. Starting materials: C1(=CC=CC=C1)C(C1=CC=CC=C1)OC(=O)C1=C(CS[C@H]2N1C([C@H]2NC([C@H](NC(=O)N2C(C(N(CC2)CC)=O)=O)C2=C(C=C(C=C2)C(=O)OC(C)(C)C)N)=O)=O)CSC2=NN=NN2C (3-[(1-methyl-1H-tetrazol-5-yl)-thiomethyl]-7β-[(2R)-2-(4-BOC-aminophenyl)-2-(4-ethyl-2,3-dioxopiperazine-1-carboxamido)-acetamido]-3-cephem-4-carboxylic acid diphenylmethyl ester), O.C1(=CC=C(C=C1)S(=O)(=O)O)C (p-toluenesulphonic acid monohydrate), C(C)#N (acetonitrile). Product: C1(=CC=C(C=C1)S(=O)(=O)O)C.C1(=CC=CC=C1)C(C1=CC=CC=C1)OC(=O)C1=C(CS[C@H]2N1C([C@H]2NC([C@H](NC(=O)N2C(C(N(CC2)CC)=O)=O)C2=CC=C(C=C2)N)=O)=O)CSC2=NN=NN2C (3-[(1-Methyl-1H-tetrazol-5-yl)-thiomethyl]-7β-[(2R)-2-(4-aminophenyl)-2-(4-ethyl-2,3-dioxopiperazine-1-carboxamido)-acetamido]-3-cephem-4-carboxylic acid diphenylmethyl ester p-toluenesulphonate). RXN SMILES: [C:1]1([CH:7]([O:14][C:15]([C:17]2[N:22]3[C:23](=[O:56])[C@@H:24]([NH:25][C:26](=[O:55])[C@@H:27](C4C=CC(C(OC(C)(C)C)=O)=CC=4N)[NH:28][C:29]([N:31]4[CH2:36][CH2:35][N:34]([CH2:37][CH3:38])[C:33](=[O:39])[C:32]4=[O:40])=[O:30])[C@H:21]3[S:20][CH2:19][C:18]=2[CH2:57][S:58][C:59]2[N:63]([CH3:64])[N:62]=[N:61][N:60]=2)=[O:16])C2C=CC=CC=2)[CH:6]=[CH:5][CH:4]=[CH:3][CH:2]=1.O.[C:66]1([CH3:76])[CH:71]=[CH:70][C:69]([S:72]([OH:75])(=[O:74])=[O:73])=[CH:68][CH:67]=1.[C:77](#[N:79])[CH3:78]>>[C:66]1([CH3:76])[CH:67]=[CH:68][C:69]([S:72]([OH:75])(=[O:73])=[O:74])=[CH:70][CH:71]=1.[C:66]1([CH:7]([O:14][C:15]([C:17]2[N:22]3[C:23](=[O:56])[C@@H:24]([NH:25][C:26](=[O:55])[C@@H:27]([C:1]4[CH:2]=[CH:3][C:77]([NH2:79])=[CH:78][CH:6]=4)[NH:28][C:29]([N:31]4[CH2:36][CH2:35][N:34]([CH2:37][CH3:38])[C:33](=[O:39])[C:32]4=[O:40])=[O:30])[C@H:21]3[S:20][CH2:19][C:18]=2[CH2:57][S:58][C:59]2[N:63]([CH3:64])[N:62]=[N:61][N:60]=2)=[O:16])[C:1]2[CH:6]=[CH:5][CH:4]=[CH:3][CH:2]=2)[CH:67]=[CH:68][CH:69]=[CH:70][CH:71]=1 |f:1.2,4.5|. Procedure: In the manner described in Example 11, 3.40 g of 3-[(1-methyl-1H-tetrazol-5-yl)-thiomethyl]-7β-[(2R)-2-(4-BOC-aminophenyl)-2-(4-ethyl-2,3-dioxopiperazine-1-carboxamido)-acetamido]-3-cephem-4-carboxylic acid diphenylmethyl ester are reacted with 1.38 g of p-toluenesulphonic acid monohydrate in 30 ml of acetonitrile and worked up. 3-[(1-Methyl-1H-tetrazol-5-yl)-thiomethyl]-7β-[(2R)-2-(4-aminophenyl)-2-(4-ethyl-2,3-dioxopiperazine-1-carboxamido)-acetamido]-3-cephem-4-carboxylic acid diphenylmethyl ... Reactants: C(C1=CC=CC=C1)[C@H](C(=O)O)CC[C@@H](C(=O)N[C@@H]1C(N2[C@@H](SCC1)CCC[C@H]2C(=O)OC)=O)CC2=CC=CC=C2 ((2R,5R)-2,5-Dibenzyl-6-((4S,7S,10aS)-7-(methoxycarbonyl)-5-oxooctahydro-2H-pyrido[2,1-b][1,3]thiazepin-4-ylamino)-6-oxohexanoic acid), FC(C(=O)O)(F)F.N[C@@H]1C(N(CCCCC1)CC1=CC=CC=C1)=O ((S)-3-Amino-1-benzylazocan-2-one trifluoroacetate). Product: C(C1=CC=CC=C1)[C@H](C(=O)N[C@@H]1C(N2[C@@H](SCC1)CCC[C@H]2C(=O)OC)=O)CC[C@@H](C(=O)N[C@@H]2C(N(CCCCC2)CC2=CC=CC=C2)=O)CC2=CC=CC=C2 ((4S,7S,10aS)-Methyl 4-((2R,5R)-2,5-dibenzyl-6-((S)-1-benzyl-2-oxoazocan-3-ylamino)-6-oxohexanamido)-5-oxooctahydro-2H-pyrido[2,1-b][1,3]thiazepine-7-carboxylate), solid. Isolated yield 62.0%. Reaction SMILES: [CH2:1]([C@@H:8]([CH2:12][CH2:13][C@H:14]([CH2:34][C:35]1[CH:40]=[CH:39][CH:38]=[CH:37][CH:36]=1)[C:15]([NH:17][C@H:18]1[CH2:24][CH2:23][S:22][C@H:21]2[CH2:25][CH2:26][CH2:27][C@@H:28]([C:29]([O:31][CH3:32])=[O:30])[N:20]2[C:19]1=[O:33])=[O:16])[C:9](O)=[O:10])[C:2]1[CH:7]=[CH:6][CH:5]=[CH:4][CH:3]=1.FC(F)(F)C(O)=O.[NH2:48][C@H:49]1[CH2:56][CH2:55][CH2:54][CH2:53][CH2:52][N:51]([CH2:57][C:58]2[CH:63]=[CH:62][CH:61]=[CH:60][CH:59]=2)[C:50]1=[O:64]>>[CH2:34]([C@@H:14]([CH2:13][CH2:12][C@H:8]([CH2:1][C:2]1[CH:3]=[CH:4][CH:5]=[CH:6][CH:7]=1)[C:9]([NH:48][C@H:49]1[CH2:56][CH2:55][CH2:54][CH2:53][CH2:52][N:51]([CH2:57][C:58]2[CH:63]=[CH:62][CH:61]=[CH:60][CH:59]=2)[C:50]1=[O:64])=[O:10])[C:15]([NH:17][C@H:18]1[CH2:24][CH2:23][S:22][C@H:21]2[CH2:25][CH2:26][CH2:27][C@@H:28]([C:29]([O:31][CH3:32])=[O:30])[N:20]2[C:19]1=[O:33])=[O:16])[C:35]1[CH:40]=[CH:39][CH:38]=[CH:37][CH:36]=1 |f:1.2|. Procedure: (4S,7S,10aS)-Methyl 4-((2R,5R)-2,5-dibenzyl-6-((S)-1-benzyl-2-oxoazocan-3-ylamino)-6-oxohexanamido)-5-oxooctahydro-2H-pyrido[2,1-b][1,3]thiazepine-7-carboxylate was synthesized as described in General Procedure H using Intermediate 23 (11 mg, 0.019 mmol) and Intermediate 45 (6.3 mg, 0.027 mmol) to give a white solid (9.5 mg, 62% yield). Anal. Calcd. for C45H56N4O6S m/z 780.7. found: 781.3 (M+H)+; 1H NMR (400 MHz, CDCl3) δ ppm 7.40-7.03 (m, 16H), 6.81 (d, J=7.4 Hz, 1H), 5.34 (t, J=4.6 Hz, 1H), 5....